From a dataset of the Open Reaction Database (ORD), a public repository of structured organic reaction records. describe an organic reaction: reactants, conditions, products, and yield Starting materials: Cl (HCl), CS(=O)(=O)O.NCC=1C=C2CN(C(C2=CC1)=O)C1C(NC(CC1)=O)=O (3-(5-aminomethyl-1-oxo-1,3-dihydro-isoindol-2-yl)-piperidine-2,6-dione methanesulfonate), C1(=CC=C(C=C1)N=C=O)C (p-tolyl-isocyanate), TEA. Solvent: C(C)#N (acetonitrile). Conditions: time 1.5 hour. Yields the product O=C1NC(CCC1N1C(C2=CC=C(C=C2C1)CNC(=O)NC1=CC=C(C=C1)C)=O)=O (1-[2-(2,6-dioxo-piperidin-3-yl)-1-oxo-2,3-dihydro-1H-isoindol-5-ylmethyl]-3-p-tolyl-urea). Isolated yield 46.7%. Reaction SMILES: CS(O)(=O)=O.[NH2:6][CH2:7][C:8]1[CH:9]=[C:10]2[C:14](=[CH:15][CH:16]=1)[C:13](=[O:17])[N:12]([CH:18]1[CH2:23][CH2:22][C:21](=[O:24])[NH:20][C:19]1=[O:25])[CH2:11]2.[C:26]1([CH3:35])[CH:31]=[CH:30][C:29]([N:32]=[C:33]=[O:34])=[CH:28][CH:27]=1.Cl>C(#N)C>[O:25]=[C:19]1[CH:18]([N:12]2[CH2:11][C:10]3[C:14](=[CH:15][CH:16]=[C:8]([CH2:7][NH:6][C:33]([NH:32][C:29]4[CH:30]=[CH:31][C:26]([CH3:35])=[CH:27][CH:28]=4)=[O:34])[CH:9]=3)[C:13]2=[O:17])[CH2:23][CH2:22][C:21](=[O:24])[NH:20]1 |f:0.1|. Reported procedure: To a stirred mixture of 3-(5-aminomethyl-1-oxo-1,3-dihydro-isoindol-2-yl)-piperidine-2,6-dione methanesulfonate (0.37 g, 1.00 mmol) and p-tolyl-isocyanate (0.13 g, 1.00 mmol) in acetonitrile (30 mL) at 0° C. was added TEA (0.20 g, 2.0 mmol) dropwise over 10 min. The mixture was stirred at ambient temperature for 1.5 h and then 10% aqueous HCl solution (30 mL) was added. The solid precipitate was filtered, washed with water (20 mL) and dried in vacuo providing 1-[2-(2,6-dioxo-piperidin-3-yl)-1-ox... The reactants are C, CO, Cn1cc([N+](=O)[O-])cc1C#N, [Pd]. Yields the product Cn1cc(N)cc1C#N. RXN SMILES: [C:12].[CH3:14][OH:15].[N+:1]([O-:2])(=[O:3])[c:4]1[cH:5][c:6]([C:10]#[N:11])[n:7]([CH3:9])[cH:8]1.[Pd:13]>>[NH2:1][c:4]1[cH:5][c:6]([C:10]#[N:11])[n:7]([CH3:9])[cH:8]1.